This data is from the Open Reaction Database (ORD), a public repository of structured organic reaction records. The task is: describe an organic reaction: reactants, conditions, products, and yield The reactants are FC=1C=CC2=C(C(N(CC=3N2C=NC3C=3OC(=CN3)CI)C)=O)C1 (8-fluoro-3-(5-iodomethyl-oxazol-2-yl)-5-methyl-5,6-dihydro-4H-imidazo[1,5-a][1,4]benzodiazepin-6-one), C(C#C)NC(=O)C=1N=CN2C1CN(C(C1=C2C=CC(=C1)F)=O)C (8-fluoro-5-methyl-6-oxo-5,6-dihydro-4H-imidazo[1,5-a][1,4]-benzodiazepine-3-carboxylic acid prop-2-ynylamide), IN1C(CCC1=O)=O (N-iodosuccinimide), C(CCC)NCCCC (dibutylamine). The solvent is C1CCOC1 (THF). Reaction conditions: time 42 hour. The product is C(CCC)N(CCCC)CC1=CN=C(O1)C=1N=CN2C1CN(C(C1=C2C=CC(=C1)F)=O)C (3-(5-dibutylaminomethyl-oxazol-2-yl)-8-fluoro-5-methyl-5,6-dihydro-4H-imidazo[1,5-a][1,4]benzodiazepin-6-one). Isolated yield 15.0%. RXN SMILES: [F:1][C:2]1[CH:3]=[CH:4][C:5]2[N:11]3[CH:12]=[N:13][C:14]([C:15]4[O:16][C:17]([CH2:20]I)=[CH:18][N:19]=4)=[C:10]3[CH2:9][N:8]([CH3:22])[C:7](=[O:23])[C:6]=2[CH:24]=1.C(N[C:29]([C:31]1N=CN2[C:40]3[CH:41]=CC(F)=C[C:39]=3[C:38](=O)[N:37](C)[CH2:36][C:35]=12)=O)C#C.IN1C(=O)CCC1=O.C(NCCCC)CCC>C1COCC1>[CH2:36]([N:37]([CH2:20][C:17]1[O:16][C:15]([C:14]2[N:13]=[CH:12][N:11]3[C:5]4[CH:4]=[CH:3][C:2]([F:1])=[CH:24][C:6]=4[C:7](=[O:23])[N:8]([CH3:22])[CH2:9][C:10]=23)=[N:19][CH:18]=1)[CH2:38][CH2:39][CH2:40][CH3:41])[CH2:35][CH2:31][CH3:29]. Procedure: 125 ml of a crude THF solution of 8-fluoro-3-(5-iodomethyl-oxazol-2-yl)-5-methyl-5,6-dihydro-4H-imidazo[1,5-a][1,4]benzodiazepin-6-one (prepared from 15.6 g (0.050 mol) of 8-fluoro-5-methyl-6-oxo-5,6-dihydro-4H-imidazo[1,5-a][1,4]-benzodiazepine-3-carboxylic acid prop-2-ynylamide and 16.9 g (0.075 mol) of N-iodosuccinimide, subsequently completely freed from the solvents, dried azeotropically several times with toluene and dissolved in 500 ml of THF) were treated with 18.5 ml (0.109 mol) of dibu... Starting materials: C(C)(C)(C)OC(=O)NCC(=O)NCC1CN(CC1)CC1=CC=C(C=C1)Cl (3-[{N-(tert-butoxycarbonyl)glycyl}aminomethyl]-1-(4-chlorobenzyl)pyrrolidine), Cl (HCl). As a reaction SMILES: C(OC([NH:8][CH2:9][C:10]([NH:12][CH2:13][CH:14]1[CH2:18][CH2:17][N:16]([CH2:19][C:20]2[CH:25]=[CH:24][C:23]([Cl:26])=[CH:22][CH:21]=2)[CH2:15]1)=[O:11])=O)(C)(C)C.Cl>CO.O1CCOCC1>[Cl:26][C:23]1[CH:22]=[CH:21][C:20]([CH2:19][N:16]2[CH2:17][CH2:18][CH:14]([CH2:13][NH:12][C:10](=[O:11])[CH2:9][NH2:8])[CH2:15]2)=[CH:25][CH:24]=1. Reported procedure: To a solution of 3-[{N-(tert-butoxycarbonyl)glycyl}aminomethyl]-1-(4-chlorobenzyl)pyrrolidine (804 mg, 2.11 mmol) in methanol (10 mL) was added 4 N HCl in dioxane (5 mL). The solution was stirred at room temperature for 3.5 h. The reaction mixture was concentrated and 1 N NaOH solution (20 mL) was added. The mixture was extracted with dichloromethane (20 mL×3), and the combined extracts were dried over sodium sulfate and concentrated to give desired 1-(4-chlorobenzyl)-3-{(glycylamino)methyl)pyrr... Run at time 3.5 hour. The product is ClC1=CC=C(CN2CC(CC2)CNC(CN)=O)C=C1 (1-(4-chlorobenzyl)-3-{(glycylamino)methyl)pyrrolidine). The yield is 100.7%. Run in CO (methanol), O1CCOCC1 (dioxane). The reactants are CC(=O)O[BH-](OC(C)=O)OC(C)=O, CCOC(=O)c1nn(-c2ccccc2Cl)c(Br)c1C=O, CC(C)N, CC(=O)O, CCOC(C)=O, ClCCCl, [Na+]. Product: CCOC(=O)c1nn(-c2ccccc2Cl)c(Br)c1CNC(C)C. Reaction SMILES: [C:29]([O:30][BH-:31]([O:32][C:33](=[O:34])[CH3:35])[O:36][C:37](=[O:38])[CH3:39])(=[O:40])[CH3:41].[CH2:1]([CH3:2])[O:3][C:4](=[O:5])[c:6]1[n:7][n:8](-[c:14]2[c:15]([Cl:20])[cH:16][cH:17][cH:18][cH:19]2)[c:9]([Br:13])[c:10]1[CH:11]=[O:12].[CH3:21][CH:22]([CH3:23])[NH2:24].[CH3:25][C:26](=[O:27])[OH:28].[CH3:47][CH2:48][O:49][C:50](=[O:51])[CH3:52].[Cl:43][CH2:44][CH2:45][Cl:46].[Na+:42]>>[CH2:1]([CH3:2])[O:3][C:4](=[O:5])[c:6]1[n:7][n:8](-[c:14]2[c:15]([Cl:20])[cH:16][cH:17][cH:18][cH:19]2)[c:9]([Br:13])[c:10]1[CH2:11][NH:24][CH:22]([CH3:21])[CH3:23]. The reactants are CC1(C)CC(=O)c2c(Br)cn(-c3ccccc3C#N)c2C1, CCCC[Sn](CCCC)(CCCC)c1nccs1. The product is CC1(C)CC(=O)c2c(-c3nccs3)cn(-c3ccccc3C#N)c2C1. Reaction SMILES: [Br:1][c:2]1[cH:3][n:4](-[c:14]2[c:15]([C:20]#[N:21])[cH:16][cH:17][cH:18][cH:19]2)[c:5]2[c:10]1[C:9](=[O:11])[CH2:8][C:7]([CH3:12])([CH3:13])[CH2:6]2.[CH2:22]([Sn:23]([CH2:24][CH2:25][CH2:26][CH3:32])([c:27]1[s:28][cH:29][cH:30][n:31]1)[CH2:33][CH2:34][CH2:35][CH3:36])[CH2:37][CH2:38][CH3:39]>>[c:2]1(-[c:27]2[s:28][cH:29][cH:30][n:31]2)[cH:3][n:4](-[c:14]2[c:15]([C:20]#[N:21])[cH:16][cH:17][cH:18][cH:19]2)[c:5]2[c:10]1[C:9](=[O:11])[CH2:8][C:7]([CH3:12])([CH3:13])[CH2:6]2.